From a dataset of the Open Reaction Database (ORD), a public repository of structured organic reaction records. describe an organic reaction: reactants, conditions, products, and yield Reactants: P(O)(O)=O (Phosphonic Acid), C(C)OP(OCC)(=O)CC=1C=C2CCNCC2=CC1 ((1,2,3,4-Tetrahydro-isoquinolin-6-ylmethyl)-phosphonic acid diethyl ester), C(C)(=O)O (acetic acid), CO (Methanol), C(#N)[BH3-].[Na+] (Sodium Cyanoborohydride), intermediate. Solvent: C(C)#N (acetonitrile), CCOC(=O)C (EtOAc). Run at time 3 minute. The product is P(O)(O)=O.C(C(O)C)(=O)OCC (Ethyl lactate phosphonate). As a reaction SMILES: [PH:1](=[O:4])([OH:3])[OH:2].C(OP(CC1C=C2C(=CC=1)CNCC2)(=O)[O:9][CH2:10][CH3:11])C.[C:24](O)(=[O:26])C.[C:28]([BH3-])#N.[Na+].[CH3:32][OH:33]>CCOC(C)=O.C(#N)C>[PH:1](=[O:2])([OH:4])[OH:3].[C:24]([O:9][CH2:10][CH3:11])(=[O:26])[CH:32]([CH3:28])[OH:33] |f:3.4,8.9|. Procedure: To a solution of compound 17 (148 mg, 0.240 mmol) in 4 mL of Methanol was added (1,2,3,4-Tetrahydro-isoquinolin-6-ylmethyl)-phosphonic acid diethyl ester (70.0 mg, 0.240 mmol), acetic acid (43.0 μL, 0.720 mmol). The reaction mixture was stirred for 3 minutes, followed by addition of Sodium Cyanoborohydride (75.3 mg, 1.20 mmol). The reaction mixture was stirred at 25° C. for 14 hours. The reaction mixture was diluted with EtOAc and washed with H2O (3×), brine, dried over sodium sulfate, filtered,... Starting materials: C(C1=CC=CC=C1)OC(NC(C)(C)C(NC=1SC(=C(N1)C(F)(F)F)C(C1=CC=C(C=C1)F)=O)=O)=O ({1-[5-(4-Fluoro-benzoyl)-4-trifluoromethyl-thiazol-2-ylcarbamoyl]-1-methyl-ethyl}-carbamic acid benzyl ester), Br (HBr). Run in C(C)(=O)O (acetic acid), [OH-].[K+] (KOH). Conditions: time 1 hour. The product is NC(C(=O)NC=1SC(=C(N1)C(F)(F)F)C(C1=CC=C(C=C1)F)=O)(C)C (2-Amino-N-[5-(4-fluoro-benzoyl)-4-trifluoromethyl-thiazol-2-yl]-2-methyl-propionamide). RXN SMILES: C(OC(=O)[NH:10][C:11]([C:14](=[O:34])[NH:15][C:16]1[S:17][C:18]([C:25](=[O:33])[C:26]2[CH:31]=[CH:30][C:29]([F:32])=[CH:28][CH:27]=2)=[C:19]([C:21]([F:24])([F:23])[F:22])[N:20]=1)([CH3:13])[CH3:12])C1C=CC=CC=1.Br>C(O)(=O)C.[OH-].[K+]>[NH2:10][C:11]([CH3:13])([CH3:12])[C:14]([NH:15][C:16]1[S:17][C:18]([C:25](=[O:33])[C:26]2[CH:31]=[CH:30][C:29]([F:32])=[CH:28][CH:27]=2)=[C:19]([C:21]([F:23])([F:24])[F:22])[N:20]=1)=[O:34] |f:3.4|. Reported procedure: A mixture of {1-[5-(4-Fluoro-benzoyl)-4-trifluoromethyl-thiazol-2-ylcarbamoyl]-1-methyl-ethyl}-carbamic acid benzyl ester (1.42 g, 2.79 mmol) and 33% HBr (in acetic acid, 5 mL, 92 mmol) in acetic acid (10 mL) was stirred at RT for 1 h, diluted with aqueous KOH carefully to make pH=8-9, and the product was extracted with ethyl acetate, dried over MgSO4 and concentrated. Chromatography gave the title compound. m/z 376.1 (MH+). The reactants are CCOC(=O)c1c(-c2ccc(F)cc2)oc2cc([N+](=O)[O-])c(-c3cccc(C(=O)OC(C)(C)C)c3)cc12, CC(=O)O, CCO, CCOC(C)=O, [Fe]. Yields the product CCOC(=O)c1c(-c2ccc(F)cc2)oc2cc(N)c(-c3cccc(C(=O)OC(C)(C)C)c3)cc12. As a reaction SMILES: [C:1]([CH3:2])([CH3:3])([CH3:4])[O:5][C:6](=[O:7])[c:8]1[cH:9][c:10](-[c:14]2[c:15]([N+:35]([O-:36])=[O:37])[cH:16][c:17]3[c:18]([c:19]([C:29](=[O:30])[O:31][CH2:32][CH3:33])[c:20](-[c:22]4[cH:23][cH:24][c:25]([F:28])[cH:26][cH:27]4)[o:21]3)[cH:34]2)[cH:11][cH:12][cH:13]1.[C:41]([OH:42])(=[O:43])[CH3:44].[CH3:38][CH2:39][OH:40].[CH3:45][CH2:46][O:47][C:48]([CH3:49])=[O:50].[Fe:51]>>[C:1]([CH3:2])([CH3:3])([CH3:4])[O:5][C:6](=[O:7])[c:8]1[cH:9][c:10](-[c:14]2[c:15]([NH2:35])[cH:16][c:17]3[c:18]([c:19]([C:29](=[O:30])[O:31][CH2:32][CH3:33])[c:20](-[c:22]4[cH:23][cH:24][c:25]([F:28])[cH:26][cH:27]4)[o:21]3)[cH:34]2)[cH:11][cH:12][cH:13]1. The reactants are crude material, C([O-])([O-])=O.[K+].[K+] (potassium carbonate), CS(=O)(=O)C=1C=CC(=NC1)N1N=C(C=C1C1=CC=C(C=C1)Br)C(F)(F)F (5-Methylsulfonyl-2-[5-(4-bromophenyl)-3-trifluoromethyl-1H-pyrazol-1-yl]pyridine), C(C)(=O)OCC.CCCCCC (ethyl acetate hexane), C[Si](C)(C)C#C (trimethylsilyl acetylene). The reagents and catalysts are C=1C=CC(=CC1)[P](C=2C=CC=CC2)(C=3C=CC=CC3)[Pd]([P](C=4C=CC=CC4)(C=5C=CC=CC5)C=6C=CC=CC6)([P](C=7C=CC=CC7)(C=8C=CC=CC8)C=9C=CC=CC9)[P](C=1C=CC=CC1)(C=1C=CC=CC1)C=1C=CC=CC1 (Pd(PPh3)4). The solvent is CO (methanol), C(C)N(CC)CC (triethylamine). Reaction conditions: temperature 80 celsius, time 30 minute. The product is CS(=O)(=O)C=1C=CC(=NC1)N1N=C(C=C1C1=CC=C(C=C1)C#C)C(F)(F)F (5-Methylsulfonyl-2-[5-(4-acetylenyl-phenyl)-3-trifluoromethyl-1H-pyrazol-1-yl]pyridine). RXN SMILES: [CH3:1][S:2]([C:5]1[CH:6]=[CH:7][C:8]([N:11]2[C:15]([C:16]3[CH:21]=[CH:20][C:19](Br)=[CH:18][CH:17]=3)=[CH:14][C:13]([C:23]([F:26])([F:25])[F:24])=[N:12]2)=[N:9][CH:10]=1)(=[O:4])=[O:3].C[Si]([C:31]#[CH:32])(C)C.C(OCC)(=O)C.CCCCCC.C(=O)([O-])[O-].[K+].[K+]>C(N(CC)CC)C.CO.C1C=CC([P]([Pd]([P](C2C=CC=CC=2)(C2C=CC=CC=2)C2C=CC=CC=2)([P](C2C=CC=CC=2)(C2C=CC=CC=2)C2C=CC=CC=2)[P](C2C=CC=CC=2)(C2C=CC=CC=2)C2C=CC=CC=2)(C2C=CC=CC=2)C2C=CC=CC=2)=CC=1>[CH3:1][S:2]([C:5]1[CH:6]=[CH:7][C:8]([N:11]2[C:15]([C:16]3[CH:21]=[CH:20][C:19]([C:31]#[CH:32])=[CH:18][CH:17]=3)=[CH:14][C:13]([C:23]([F:26])([F:25])[F:24])=[N:12]2)=[N:9][CH:10]=1)(=[O:4])=[O:3] |f:2.3,4.5.6,^1:63,65,84,103|. Procedure: 5-Methylsulfonyl-2-[5-(4-bromophenyl)-3-trifluoromethyl-1H-pyrazol-1-yl]pyridine (230 mg), Cul (5 mg), Pd(PPh3)4 (30 mg) were mixed in triethylamine (2.5 mL), followed by the addition of trimethylsilyl acetylene (0.182 mL), and the reaction mixture was heated at 80° C. for 2 hours. TLC in 1:1 of ethyl acetate/hexane showed complete conversion of the starting material to the product. The solvent was removed in vacuo to give the crude product. This crude material was then dissolved in methanol (2.... Reactants: CCc1cc(C(=O)O)ccc1C1=CCCCC1, CO. Yields the product CCc1cc(C(=O)O)ccc1C1CCCCC1. Reaction SMILES: [C:1]1([c:7]2[c:8]([CH2:16][CH3:17])[cH:9][c:10]([C:11](=[O:12])[OH:13])[cH:14][cH:15]2)=[CH:2][CH2:3][CH2:4][CH2:5][CH2:6]1.[CH3:18][OH:19]>>[CH:1]1([c:7]2[c:8]([CH2:16][CH3:17])[cH:9][c:10]([C:11](=[O:12])[OH:13])[cH:14][cH:15]2)[CH2:2][CH2:3][CH2:4][CH2:5][CH2:6]1.